From a dataset of the Open Reaction Database (ORD), a public repository of structured organic reaction records. describe an organic reaction: reactants, conditions, products, and yield The reactants are Br, COc1cccc(Cc2ccccc2)n1, O. Product: Oc1cccc(Cc2ccccc2)n1. As a reaction SMILES: [BrH:16].[CH2:1]([c:2]1[cH:3][cH:4][cH:5][cH:6][cH:7]1)[c:8]1[n:9][c:10]([O:14][CH3:15])[cH:11][cH:12][cH:13]1.[OH2:17]>>[CH2:1]([c:2]1[cH:3][cH:4][cH:5][cH:6][cH:7]1)[c:8]1[n:9][c:10]([OH:14])[cH:11][cH:12][cH:13]1. Product: [N+](=O)([O-])C=1C=C(C(=O)O)C=CC1NC1=CC=CC=C1 (3-Nitro-4-phenylamino-benzoic acid). Reported procedure: A mixture of 4-chloro-3-nitrobenzoic acid (5.70 gm, 23 mmol), aniline (3.17 mL, 35 mmol), N-methylmorpholine (3.24 mL, 25 mmol), copper powder (0.1 gm, 1.57 mmol) and isoamyl alcohol (200 mL) was heated to reflux with stirring for 6 days. The mixture was then cooled to room temperature and filtered through a pad of celite. The filtrate was concentrated in vacuo and the residue taken up in ethyl acetate. The organic phase was washed with 3N HCl (2×1 L). The resulting organic phase was then extrac... Run at time 6 day. As a reaction SMILES: Cl[C:2]1[CH:10]=[CH:9][C:5]([C:6]([OH:8])=[O:7])=[CH:4][C:3]=1[N+:11]([O-:13])=[O:12].[NH2:14][C:15]1[CH:20]=[CH:19][CH:18]=[CH:17][CH:16]=1.CN1CCOCC1>[Cu].C(O)CC(C)C>[N+:11]([C:3]1[CH:4]=[C:5]([CH:9]=[CH:10][C:2]=1[NH:14][C:15]1[CH:20]=[CH:19][CH:18]=[CH:17][CH:16]=1)[C:6]([OH:8])=[O:7])([O-:13])=[O:12]. Starting materials: ClC1=C(C=C(C(=O)O)C=C1)[N+](=O)[O-] (4-chloro-3-nitrobenzoic acid), NC1=CC=CC=C1 (aniline), CN1CCOCC1 (N-methylmorpholine). The reagents and catalysts are [Cu] (copper). Yield: 42.8%. The solvent is C(CC(C)C)O (isoamyl alcohol). Reactants: ClC(C(C)(C)OC(=O)N1C2CN(CC1C(=C(C2)C2=CC=C(C=C2)OCCOC2=C(C=CC(=C2)F)Cl)C(=O)O)C(C)=O)(Cl)Cl (3-Acetyl-7-{4-[2-(2-chloro-5-fluorophenoxy)ethoxy]phenyl}-3,9-diazabicyclo-[3.3.1]non-6-ene-6,9-dicarboxylic acid 9-(2,2,2-trichloro-1,1-dimethylethyl) ester), ClC=1C(=CC2=C(OCO2)C1)CNC1CC1 ((6-chlorobenzo[1,3]dioxol-5-ylmethyl)cyclopropylamine). The product is C(=O)O.ClC=1C(=CC2=C(OCO2)C1)CN(C(=O)C=1[C@H]2CN(C[C@@H](CC1C1=CC=C(C=C1)OCCOC1=C(C=CC(=C1)F)Cl)N2)C(C)=O)C2CC2 ((rac.)-(1R*,5S*)-3-Acetyl-7-{4-[2-(2-chloro-5-fluorophenoxy)ethoxy]phenyl}-3,9-diazabicyclo[3.3.1]non-6-ene-6-carboxylic acid (6-chlorobenzo[1,3]-dioxol-5-ylmethyl)cyclopropylamide formate salt). RXN SMILES: ClC(Cl)(Cl)C([O:6][C:7]([N:9]1[CH:14]2[C:15]([C:36](O)=[O:37])=[C:16]([C:18]3[CH:23]=[CH:22][C:21]([O:24][CH2:25][CH2:26][O:27][C:28]4[CH:33]=[C:32]([F:34])[CH:31]=[CH:30][C:29]=4[Cl:35])=[CH:20][CH:19]=3)[CH2:17][CH:10]1[CH2:11][N:12]([C:39](=[O:41])[CH3:40])[CH2:13]2)=[O:8])(C)C.[Cl:44][C:45]1[C:46]([CH2:54][NH:55][CH:56]2[CH2:58][CH2:57]2)=[CH:47][C:48]2[O:52][CH2:51][O:50][C:49]=2[CH:53]=1>>[CH:7]([OH:8])=[O:6].[Cl:44][C:45]1[C:46]([CH2:54][N:55]([CH:56]2[CH2:57][CH2:58]2)[C:36]([C:15]2[C@@H:14]3[NH:9][C@H:10]([CH2:17][C:16]=2[C:18]2[CH:23]=[CH:22][C:21]([O:24][CH2:25][CH2:26][O:27][C:28]4[CH:33]=[C:32]([F:34])[CH:31]=[CH:30][C:29]=4[Cl:35])=[CH:20][CH:19]=2)[CH2:11][N:12]([C:39](=[O:41])[CH3:40])[CH2:13]3)=[O:37])=[CH:47][C:48]2[O:52][CH2:51][O:50][C:49]=2[CH:53]=1 |f:2.3|. Procedure: Synthesized according to typical procedures H and E from bicyclononene BN10 and (6-chlorobenzo[1,3]dioxol-5-ylmethyl)cyclopropylamine. LC-MS: Rt=0.90; ES+: 684.19. Starting materials: CCCCC(C(=O)N1CCCC1C(=O)OC(C)(C)C)C1OC(C)(C)OC1=O, C[O-], CO, [Na+]. Product: CCCCC(C(=O)N1CCCC1C(=O)OC(C)(C)C)C(O)C(=O)OC. Reaction SMILES: [CH3:1][C:2]1([CH3:27])[O:3][CH:4]([CH:8]([CH2:9][CH2:10][CH2:11][CH3:12])[C:13](=[O:14])[N:15]2[CH:16]([C:20](=[O:21])[O:22][C:23]([CH3:24])([CH3:25])[CH3:26])[CH2:17][CH2:18][CH2:19]2)[C:5](=[O:7])[O:6]1.[CH3:28][O-:29].[CH3:31][OH:32].[Na+:30]>>[CH3:2][O:6][C:5]([CH:4]([OH:3])[CH:8]([CH2:9][CH2:10][CH2:11][CH3:12])[C:13](=[O:14])[N:15]1[CH:16]([C:20](=[O:21])[O:22][C:23]([CH3:24])([CH3:25])[CH3:26])[CH2:17][CH2:18][CH2:19]1)=[O:7].